This data is from the Open Reaction Database (ORD), a public repository of structured organic reaction records. The task is: describe an organic reaction: reactants, conditions, products, and yield Reactants: C(C)(C)N(CC)C(C)C (diisopropylethylamine), O (water), Cl.Cl.C(C)NC1=NC2=C(N1)C=CC(=C2)C=2C=CC1=C(CNCCO1)C2 (N-ethyl-5-(2,3,4,5-tetrahydro-1,4-benzoxazepin-7-yl)-1H-benzimidazol-2-amine dihydrochloride), ClC1=NC(=NC2=CC(=CC=C12)OC)C (4-chloro-7-methoxy-2-methylquinazoline). Solvent: CN1CCCC1=O (NMP). Run at temperature 90 celsius, time 1 hour. Yields the product C(C)NC1=NC2=C(N1)C=C(C=C2)C=2C=CC1=C(CN(CCO1)C1=NC(=NC3=CC(=CC=C13)OC)C)C2 (N-ethyl-6-{4-[2-methyl-7-(methyloxy)quinazolin-4-yl]-2,3,4,5-tetrahydro-1,4-benzoxazepin-7-yl}-1H-benzimidazol-2-amine), acetate salt. The yield is 48.5%. Reaction SMILES: Cl.Cl.[CH2:3]([NH:5][C:6]1[NH:10][C:9]2[CH:11]=[CH:12][C:13]([C:15]3[CH:16]=[CH:17][C:18]4[O:24][CH2:23][CH2:22][NH:21][CH2:20][C:19]=4[CH:25]=3)=[CH:14][C:8]=2[N:7]=1)[CH3:4].Cl[C:27]1[C:36]2[C:31](=[CH:32][C:33]([O:37][CH3:38])=[CH:34][CH:35]=2)[N:30]=[C:29]([CH3:39])[N:28]=1.C(N(C(C)C)CC)(C)C.O>CN1C(=O)CCC1>[CH2:3]([NH:5][C:6]1[NH:7][C:8]2[CH:14]=[C:13]([C:15]3[CH:16]=[CH:17][C:18]4[O:24][CH2:23][CH2:22][N:21]([C:27]5[C:36]6[C:31](=[CH:32][C:33]([O:37][CH3:38])=[CH:34][CH:35]=6)[N:30]=[C:29]([CH3:39])[N:28]=5)[CH2:20][C:19]=4[CH:25]=3)[CH:12]=[CH:11][C:9]=2[N:10]=1)[CH3:4] |f:0.1.2|. Reported procedure: To a mixture of N-ethyl-5-(2,3,4,5-tetrahydro-1,4-benzoxazepin-7-yl)-1H-benzimidazol-2-amine dihydrochloride (50 mg, 0.13 mmol) and 4-chloro-7-methoxy-2-methylquinazoline (27 mg, 0.13 mmol) in NMP (1 mL) was added diisopropylethylamine (91 uL, 0.52 mmol). The mixture was heated to 90° C. and stirred for 1 h. After cooling to rt, water was added, and the resulting aqueous mixture was extracted twice with 10% methanol in ethyl acetate. The organic extracts were combined, dried over magnesium sulfa...